This data is from the Open Reaction Database (ORD), a public repository of structured organic reaction records. The task is: describe an organic reaction: reactants, conditions, products, and yield Reactants: O[C@@](C#CC=1C=CC2=C(C=3N(CCO2)C(=C(N3)C(=O)N)C(=O)NC3CCOCC3)C1)(C)C1=NOC(=C1)C ((R)-10-(3-hydroxy-3-(5-methylisoxazol-3-yl)but-1-yn-1-yl)-N3-(tetrahydro-2H-pyran-4-yl)-5,6-dihydrobenzo[f]imidazo[1,2-d][1,4]oxazepine-2,3-dicarboxamide), Cl.CNC1COC1 (3-methylaminooxetane hydrochloride), solid. Product: O[C@@](C#CC=1C=CC2=C(C=3N(CCO2)C(=C(N3)C(=O)N)C(=O)NCC3COC3)C1)(C)C1=NOC(=C1)C ((R)-10-(3-hydroxy-3-(5-methylisoxazol-3-yl)but-1-yn-1-yl)-N3-(oxetan-3-ylmethyl)-5,6-dihydrobenzo[f]imidazo[1,2-d][1,4]oxazepine-2,3-dicarboxamide). As a reaction SMILES: [OH:1][C@:2]([C:32]1[CH:36]=[C:35]([CH3:37])[O:34][N:33]=1)([CH3:31])[C:3]#[C:4][C:5]1[CH:6]=[CH:7][C:8]2[O:14][CH2:13][CH2:12][N:11]3[C:15]([C:21]([NH:23][CH:24]4[CH2:29][CH2:28][O:27][CH2:26]C4)=[O:22])=[C:16]([C:18]([NH2:20])=[O:19])[N:17]=[C:10]3[C:9]=2[CH:30]=1.Cl.CNC1COC1>>[OH:1][C@:2]([C:32]1[CH:36]=[C:35]([CH3:37])[O:34][N:33]=1)([CH3:31])[C:3]#[C:4][C:5]1[CH:6]=[CH:7][C:8]2[O:14][CH2:13][CH2:12][N:11]3[C:15]([C:21]([NH:23][CH2:24][CH:29]4[CH2:26][O:27][CH2:28]4)=[O:22])=[C:16]([C:18]([NH2:20])=[O:19])[N:17]=[C:10]3[C:9]=2[CH:30]=1 |f:1.2|. Reported procedure: Prepared as described for (R)-10-(3-hydroxy-3-(5-methylisoxazol-3-yl)but-1-yn-1-yl)-N3-(tetrahydro-2H-pyran-4-yl)-5,6-dihydrobenzo[f]imidazo[1,2-d][1,4]oxazepine-2,3-dicarboxamide replacing oxan-4-amine hydrochloride with 3-methylaminooxetane hydrochloride. off-white solid (6.7 mg, 2%). Reactants: ClC=1C(=NC=C(C(=O)O)C1)Cl (5,6-dichloro-nicotinic acid), C(=O)(N1C=NC=C1)N1C=NC=C1 (carbonyldiimidazole), C(C)(C)N (isopropylamine). Product: ClC=1C=C(C=NC1Cl)C(=O)NC(C)C (5,6-Dichloro-N-(1-methylethyl)pyridine-3-carboxamide). Reaction SMILES: [Cl:1][C:2]1[C:3]([Cl:11])=[N:4][CH:5]=[C:6]([CH:10]=1)[C:7]([OH:9])=O.C(N1C=CN=C1)(N1C=CN=C1)=O.[CH:24]([NH2:27])([CH3:26])[CH3:25]>>[Cl:1][C:2]1[CH:10]=[C:6]([C:7]([NH:27][CH:24]([CH3:26])[CH3:25])=[O:9])[CH:5]=[N:4][C:3]=1[Cl:11]. Procedure details: The product was prepared from 5,6-dichloro-nicotinic acid (0.86 g), carbonyldiimidazole (0.8 g) and isopropylamine (0.52 ml) using the method of example 115 step (i). Yield 0.69 g.